Dataset: the Open Reaction Database (ORD), a public repository of structured organic reaction records. Task: describe an organic reaction: reactants, conditions, products, and yield Reactants: CO, COC(=O)C1CN(C(=O)OC(C)(C)C)CCN1C(=O)OCc1ccccc1. Yields the product COC(=O)C1CN(C(=O)OC(C)(C)C)CCN1. As a reaction SMILES: [CH3:28][OH:29].[N:1]1([C:18]([O:19][CH2:20][c:21]2[cH:22][cH:23][cH:24][cH:25][cH:26]2)=[O:27])[CH:2]([C:14](=[O:15])[O:16][CH3:17])[CH2:3][N:4]([C:7](=[O:8])[O:9][C:10]([CH3:11])([CH3:12])[CH3:13])[CH2:5][CH2:6]1>>[NH:1]1[CH:2]([C:14](=[O:15])[O:16][CH3:17])[CH2:3][N:4]([C:7](=[O:8])[O:9][C:10]([CH3:11])([CH3:12])[CH3:13])[CH2:5][CH2:6]1. Run in O1CCOCC1 (1,4-dioxane). Reagents/catalysts: O (water), [Os](=O)(=O)(=O)=O (osmium tetroxide). Yields the product ClC1=CC=C(C=C1)C1C2=C(C(NC1)=O)SC(=C2C=O)N2CCOCC2 (4-(4-chlorophenyl)-2-(morpholin-4-yl)-7-oxo-4,5,6,7-tetrahydrothieno[2,3-c]pyridine-3-carbaldehyde). Yield: 83.8%. Reported procedure: A suspension of 4-(4-chlorophenyl)-2-(morpholin-4-yl)-3-vinyl-5,6-dihydrothieno[2,3-c]pyridin-7(4H)-one (209.0 mg, 0.5575 mmol, single enantiomer of unknown configuration) in 1,4-dioxane (8.46 mL) and water (2.12 mL, 117 mmol) was cooled to 0° C. To the mixture was added sodium metaperiodate (0.477 g, 2.23 mmol), 2,6-lutidine (0.258 mL, 2.23 mmol), and a solution of 4% osmium tetroxide in water (68.1 uL, 0.0112 mmol). The reaction was vigorously stirred at 0° C. for 1 h. After 1 h, the ice-water... Starting materials: ClC1=CC=C(C=C1)C1C2=C(C(NC1)=O)SC(=C2C=C)N2CCOCC2 (4-(4-chlorophenyl)-2-(morpholin-4-yl)-3-vinyl-5,6-dihydrothieno[2,3-c]pyridin-7(4H)-one), O (water), I(=O)(=O)(=O)[O-].[Na+] (sodium metaperiodate), N1=C(C=CC=C1C)C (2,6-lutidine). Reaction SMILES: [Cl:1][C:2]1[CH:7]=[CH:6][C:5]([CH:8]2[CH2:13][NH:12][C:11](=[O:14])[C:10]3[S:15][C:16]([N:20]4[CH2:25][CH2:24][O:23][CH2:22][CH2:21]4)=[C:17]([CH:18]=C)[C:9]2=3)=[CH:4][CH:3]=1.O.I([O-])(=O)(=O)=[O:28].[Na+].N1C(C)=CC=CC=1C>O1CCOCC1.[Os](=O)(=O)(=O)=O.O>[Cl:1][C:2]1[CH:3]=[CH:4][C:5]([CH:8]2[CH2:13][NH:12][C:11](=[O:14])[C:10]3[S:15][C:16]([N:20]4[CH2:25][CH2:24][O:23][CH2:22][CH2:21]4)=[C:17]([CH:18]=[O:28])[C:9]2=3)=[CH:6][CH:7]=1 |f:2.3|. Run at temperature 0 celsius, time 1 hour.